Dataset: the Open Reaction Database (ORD), a public repository of structured organic reaction records. Task: describe an organic reaction: reactants, conditions, products, and yield Reactants: C1CCOC1, CO, COC(=O)Cn1nc(-c2ccncc2)cc1Cc1ccc(F)cc1, [Li+], [OH-]. The product is O=C(O)Cn1nc(-c2ccncc2)cc1Cc1ccc(F)cc1. As a reaction SMILES: [CH2:25]1[O:26][CH2:27][CH2:28][CH2:29]1.[CH3:32][OH:33].[F:1][c:2]1[cH:3][cH:4][c:5]([CH2:6][c:7]2[cH:8][c:9](-[c:17]3[cH:18][cH:19][n:20][cH:21][cH:22]3)[n:10][n:11]2[CH2:12][C:13](=[O:14])[O:15][CH3:16])[cH:23][cH:24]1.[Li+:31].[OH-:30]>>[F:1][c:2]1[cH:3][cH:4][c:5]([CH2:6][c:7]2[cH:8][c:9](-[c:17]3[cH:18][cH:19][n:20][cH:21][cH:22]3)[n:10][n:11]2[CH2:12][C:13](=[O:14])[OH:15])[cH:23][cH:24]1.